Dataset: the Open Reaction Database (ORD), a public repository of structured organic reaction records. Task: describe an organic reaction: reactants, conditions, products, and yield Starting materials: NC1=CC=C(C(=O)C2=CC=C(C=C2)N)C=C1 (4,4′-diaminobenzophenone), CN1CCN(CC1)C1=CC=C(C(=O)[O-])C=C1 (4-(4-methylpiperazino)benzoate). The product is C(=O)(C1=CC=C(C=C1)NC(C1=CC=C(C=C1)N1CCN(CC1)C)=O)C1=CC=C(C=C1)NC(C1=CC=C(C=C1)N1CCN(CC1)C)=O (N,N′-(carbonylbis(4,1-phenylene))bis(4-(4-methylpiperazin-1-yl)benzamide)). As a reaction SMILES: [NH2:1][C:2]1[CH:16]=[CH:15][C:5]([C:6]([C:8]2[CH:13]=[CH:12][C:11]([NH2:14])=[CH:10][CH:9]=2)=[O:7])=[CH:4][CH:3]=1.[CH3:17][N:18]1[CH2:23][CH2:22][N:21]([C:24]2[CH:32]=[CH:31][C:27]([C:28]([O-])=[O:29])=[CH:26][CH:25]=2)[CH2:20][CH2:19]1>>[C:6]([C:8]1[CH:13]=[CH:12][C:11]([NH:14][C:28](=[O:29])[C:27]2[CH:31]=[CH:32][C:24]([N:21]3[CH2:22][CH2:23][N:18]([CH3:17])[CH2:19][CH2:20]3)=[CH:25][CH:26]=2)=[CH:10][CH:9]=1)([C:5]1[CH:15]=[CH:16][C:2]([NH:1][C:28](=[O:29])[C:27]2[CH:26]=[CH:25][C:24]([N:21]3[CH2:20][CH2:19][N:18]([CH3:17])[CH2:23][CH2:22]3)=[CH:32][CH:31]=2)=[CH:3][CH:4]=1)=[O:7]. Reported procedure: Compound 316 was prepared according to the procedure described in Scheme IV from 4,4′-diaminobenzophenone and 4-(4-methylpiperazino)benzoate. [M+H]+ calcd for C37H41N6O3: 617.32; found: 617.12. The reactants are [BH4-].[Na+] (sodium borohydride), ClC1=C(CCC2=CC=CC=C12)C=O (1-chloro-2-formyl-3,4-dihydronaphthalene). The solvent is CO (methanol), C1CCOC1 (THF). Conditions: time 1 hour. The product is ClC1=C(CCC2=CC=CC=C12)CO (1-Chloro-2-hydroxymethyl-3,4-dihydronaphthalene). Yield: 102.2%. RXN SMILES: [BH4-].[Na+].[Cl:3][C:4]1[C:13]2[C:8](=[CH:9][CH:10]=[CH:11][CH:12]=2)[CH2:7][CH2:6][C:5]=1[CH:14]=[O:15]>CO.C1COCC1>[Cl:3][C:4]1[C:13]2[C:8](=[CH:9][CH:10]=[CH:11][CH:12]=2)[CH2:7][CH2:6][C:5]=1[CH2:14][OH:15] |f:0.1|. Reported procedure: To a mixture of sodium borohydride (2.83 g, 0.075 mol) in methanol (150 mL) at 0° C., was added dropwise a solution of 1-chloro-2-formyl-3,4-dihydronaphthalene (9.59 g, 0.05 mol) in dry THF (150 mL). The reaction was stirred at room temperature for 1 hour, carbon dioxide was cautiously bubbled through the reaction mixture for 15 minutes, and the resulting mixture was concentrated under reduced pressure. The residue was diluted with water (150 mL), extracted with ether (3×150 mL), dried (MgSO4) a... Reactants: C([O-])([O-])=O.[Mn+2] (manganese carbonate), C(CC)(=O)O (propionic acid), [OH-].[Na+] (sodium hydroxide). Run at time 10 hour. Product: C(CC)(=O)[O-].[Mn+2].C(CC)(=O)[O-] (Manganese Propionate). Yield: 80.0%. RXN SMILES: C(=O)([O-])[O-].[Mn+2:5].[C:6]([OH:10])(=[O:9])[CH2:7][CH3:8].[OH-].[Na+]>>[C:6]([O-:10])(=[O:9])[CH2:7][CH3:8].[Mn+2:5].[C:6]([O-:10])(=[O:9])[CH2:7][CH3:8] |f:0.1,3.4,5.6.7|. Reported procedure: In a reaction vessel, 145.83 grams of manganese carbonate, 328.92 grams of propionic acid and 25.38 grams of sodium hydroxide, a relative molar ratio of 2:7:1 respectively, was combined and heated to reflux. Water was removed from the vessel during the reaction by means of a fractional distillation column. The reaction went to completion after 10 hours, producing a dark burgundy solution from which about 80 percent of the remaining acid was removed. The product solidified at 130° C. The final pr... The reactants are C1(NCCC=2C3=CC=CC=C3NC12)C1(CCC1)C(=O)O (1-(2,3,4,9-Tetrahydro-1H-β-carbolin-1-yl)cyclobutanecarboxylic Acid), C(C)(=O)Cl (acetyl chloride). Procedure details: The procedure is as in Example 55, using as substrate the compound of Example 35 and as reagent acetyl chloride. Reaction SMILES: [CH:1]1([C:14]2([C:18]([OH:20])=[O:19])[CH2:17][CH2:16][CH2:15]2)[C:13]2[NH:12][C:11]3[C:6](=[CH:7][CH:8]=[CH:9][CH:10]=3)[C:5]=2[CH2:4][CH2:3][NH:2]1.[C:21](Cl)(=[O:23])[CH3:22]>>[C:21]([N:2]1[CH2:3][CH2:4][C:5]2[C:6]3[C:11](=[CH:10][CH:9]=[CH:8][CH:7]=3)[NH:12][C:13]=2[CH:1]1[C:14]1([C:18]([OH:20])=[O:19])[CH2:15][CH2:16][CH2:17]1)(=[O:23])[CH3:22]. The product is C(C)(=O)N1C(C=2NC3=CC=CC=C3C2CC1)C1(CCC1)C(=O)O (1-(2-Acetyl-2,3,4,9-tetrahydro-1H-β-carbolin-1-yl)cyclobutanecarboxylic Acid). Reactants: CC(O)c1ccncc1Br, CC1(C)OB(c2ccc3cc(C#N)ccc3c2)OC1(C)C, [Na+], [Na+], O=C([O-])[O-], CN(C)C=O. Yields the product CC(O)c1ccncc1-c1ccc2cc(C#N)ccc2c1. Reaction SMILES: [Br:22][c:23]1[cH:24][n:25][cH:26][cH:27][c:28]1[CH:29]([CH3:30])[OH:31].[CH3:1][C:2]1([CH3:3])[C:4]([CH3:5])([CH3:6])[O:7][B:8]([c:9]2[cH:10][c:11]3[cH:12][cH:13][c:14]([C:19]#[N:20])[cH:15][c:16]3[cH:17][cH:18]2)[O:21]1.[Na+:32].[Na+:33].[O-:34][C:35](=[O:36])[O-:37].[O:38]=[CH:39][N:40]([CH3:41])[CH3:42]>>[c:9]1(-[c:23]2[cH:24][n:25][cH:26][cH:27][c:28]2[CH:29]([CH3:30])[OH:31])[cH:10][c:11]2[cH:12][cH:13][c:14]([C:19]#[N:20])[cH:15][c:16]2[cH:17][cH:18]1. Starting materials: IC=1C2=C(C(=NC1)N)C(=CS2)C=2C=C1CCN(C1=CC2)C(CC2=CC=CC=C2)=O (7-iodo-3-[1-(phenylacetyl)-2,3-dihydro-1H-indol-5-yl]thieno[3,2-c]pyridin-4-amine), B1(OC(C(O1)(C)C)(C)C)C2=CCN(CC2)C(=O)OC(C)(C)C (3,6-dihydro-2H-pyridine-1-N-Boc-4-boronic acid pinacol ester), C([O-])(O)=O.[Na+] (sodium bicarbonate), CCOC(=O)C (EtOAc). Reagents/catalysts: C1=CC=C(C=C1)P([C-]2C=CC=C2)C3=CC=CC=C3.C1=CC=C(C=C1)P([C-]2C=CC=C2)C3=CC=CC=C3.Cl[Pd]Cl.[Fe+2].C(Cl)Cl (PdCl2(dppf) CH2Cl2). The solvent is O1CCOCC1 (1,4-Dioxane). Conditions: temperature 120 celsius, time 30 minute. Product: NC1=NC=C(C2=C1C(=CS2)C=2C=C1CCN(C1=CC2)C(CC2=CC=CC=C2)=O)C=2CCN(CC2)C(=O)OC(C)(C)C (1,1-dimethylethyl 4-{4-amino-3-[1-(phenylacetyl)-2,3-dihydro-1H-indol-5-yl]thieno[3,2-c]pyridin-7-yl}-3,6-dihydro-1(2H)-pyridinecarboxylate). Yield: 84.7%. As a reaction SMILES: I[C:2]1[C:3]2[S:11][CH:10]=[C:9]([C:12]3[CH:13]=[C:14]4[C:18](=[CH:19][CH:20]=3)[N:17]([C:21](=[O:29])[CH2:22][C:23]3[CH:28]=[CH:27][CH:26]=[CH:25][CH:24]=3)[CH2:16][CH2:15]4)[C:4]=2[C:5]([NH2:8])=[N:6][CH:7]=1.B1([C:39]2[CH2:44][CH2:43][N:42]([C:45]([O:47][C:48]([CH3:51])([CH3:50])[CH3:49])=[O:46])[CH2:41][CH:40]=2)OC(C)(C)C(C)(C)O1.C(=O)(O)[O-].[Na+].CCOC(C)=O>O1CCOCC1.C1C=CC(P(C2C=CC=CC=2)[C-]2C=CC=C2)=CC=1.C1C=CC(P(C2C=CC=CC=2)[C-]2C=CC=C2)=CC=1.Cl[Pd]Cl.[Fe+2].C(Cl)Cl>[NH2:8][C:5]1[C:4]2[C:9]([C:12]3[CH:13]=[C:14]4[C:18](=[CH:19][CH:20]=3)[N:17]([C:21](=[O:29])[CH2:22][C:23]3[CH:28]=[CH:27][CH:26]=[CH:25][CH:24]=3)[CH2:16][CH2:15]4)=[CH:10][S:11][C:3]=2[C:2]([C:39]2[CH2:44][CH2:43][N:42]([C:45]([O:47][C:48]([CH3:51])([CH3:50])[CH3:49])=[O:46])[CH2:41][CH:40]=2)=[CH:7][N:6]=1 |f:2.3,6.7.8.9.10|. Procedure details: A mixture of 7-iodo-3-[1-(phenylacetyl)-2,3-dihydro-1H-indol-5-yl]thieno[3,2-c]pyridin-4-amine (298 mg, 0.583 mmol), 3,6-dihydro-2H-pyridine-1-N-Boc-4-boronic acid pinacol ester (238 mg, 0.770 mmol), and PdCl2(dppf)-CH2Cl2 adduct (24 mg, 0.029 mmol) in 1,4-Dioxane (6 mL) and saturated aqueous sodium bicarbonate (2 mL, 2.000 mmol) was degassed with Nitrogen for 10 minutes in a microwave vial. The vial was then capped and the mixture was stirred at 120° C. in the microwave reactor for 30 min. LCMS... Reactants: COC(=O)c1ccc(CCl)o1, CN(C)C=O, [H-], [Na+], Oc1ccc(I)cc1. The product is COC(=O)c1ccc(COc2ccc(I)cc2)o1. Reaction SMILES: [CH3:11][O:12][C:13](=[O:14])[c:15]1[o:16][c:17]([CH2:20][Cl:21])[cH:18][cH:19]1.[CH3:22][N:23]([CH3:24])[CH:25]=[O:26].[H-:9].[Na+:10].[OH:1][c:2]1[cH:3][cH:4][c:5]([I:6])[cH:7][cH:8]1>>[O:1]([c:2]1[cH:3][cH:4][c:5]([I:6])[cH:7][cH:8]1)[CH2:20][c:17]1[o:16][c:15]([C:13]([O:12][CH3:11])=[O:14])[cH:19][cH:18]1.